This data is from the Open Reaction Database (ORD), a public repository of structured organic reaction records. The task is: describe an organic reaction: reactants, conditions, products, and yield Starting materials: O (Water), [OH-].[Li+] (lithium hydroxide), ClC=1C=CC(=NC1)NC(C(=O)OC)=O (methyl 2-[(5-chloropyridin-2-yl)amino]-2-oxoacetate). Solvent: O1CCCC1 (tetrahydrofuran). Run at time 2 hour. The product is ClC=1C=CC(=NC1)NC(C(=O)[O-])=O.[Li+] (Lithium 2-[(5-chloropyridin-2-yl)amino]-2-oxoacetate). Isolated yield 102.6%. RXN SMILES: O.[OH-].[Li+:3].[Cl:4][C:5]1[CH:6]=[CH:7][C:8]([NH:11][C:12](=[O:17])[C:13]([O:15]C)=[O:14])=[N:9][CH:10]=1>O1CCCC1>[Cl:4][C:5]1[CH:6]=[CH:7][C:8]([NH:11][C:12](=[O:17])[C:13]([O-:15])=[O:14])=[N:9][CH:10]=1.[Li+:3] |f:1.2,5.6|. Reported procedure: Methyl chlorooxoacetate (78.7 ml) was added dropwise to a suspension of 2-amino-5-chloropyridine (100 g) and sodium hydrogencarbonate (78.4 g) in tetrahydrofuran (2000 ml) at 0° C., and the mixture was stirred at room temperature for 2 hours. After the reaction mixture was added to a mixture of diethyl ether (2000 ml), ammonium chloride (62.4 g) and water (1000 ml), liquid separation was performed. The resultant water layer was extracted with methylene chloride. Organic layers were combined and ... Starting materials: COc1cc2nccc(Cl)c2cc1OC, O=C(c1ccccc1)c1cccc(O)c1. Product: COc1cc2nccc(Oc3cccc(C(=O)c4ccccc4)c3)c2cc1OC. As a reaction SMILES: [Cl:1][c:2]1[cH:3][cH:4][n:5][c:6]2[cH:7][c:8]([O:14][CH3:15])[c:9]([O:12][CH3:13])[cH:10][c:11]12.[OH:16][c:17]1[cH:18][c:19]([C:20](=[O:21])[c:22]2[cH:23][cH:24][cH:25][cH:26][cH:27]2)[cH:28][cH:29][cH:30]1>>[c:2]1([O:16][c:17]2[cH:18][c:19]([C:20](=[O:21])[c:22]3[cH:23][cH:24][cH:25][cH:26][cH:27]3)[cH:28][cH:29][cH:30]2)[cH:3][cH:4][n:5][c:6]2[cH:7][c:8]([O:14][CH3:15])[c:9]([O:12][CH3:13])[cH:10][c:11]12. The reactants are C(C1=CC=CC=C1)N(C(COC1=NC=C(C=C1)C(N)=O)(C)C)CC(COC1=C(C=CC=C1)C)O (1-[N-benzyl-N-[2-(5-carbamoyl-2-pyridyloxy)-1,1-dimethyl-ethyl]-amino]-3-(2-methyl-phenoxy)-2-propanol), [H][H] (hydrogen). Reagents/catalysts: [Pd] (palladium-on-charcoal). The solvent is CO (methanol). Yields the product C(N)(=O)C=1C=CC(=NC1)OCC(C)(C)NCC(COC1=C(C=CC=C1)C)O (1-[2-(5-carbamoyl-2-pyridyloxy)-1,1-dimethyl-ethylamino]-3-(2-methyl-phenoxy)-2-propanol). RXN SMILES: C([N:8]([CH2:23][CH:24]([OH:34])[CH2:25][O:26][C:27]1[CH:32]=[CH:31][CH:30]=[CH:29][C:28]=1[CH3:33])[C:9]([CH3:22])([CH3:21])[CH2:10][O:11][C:12]1[CH:17]=[CH:16][C:15]([C:18](=[O:20])[NH2:19])=[CH:14][N:13]=1)C1C=CC=CC=1.[H][H]>CO.[Pd]>[C:18]([C:15]1[CH:16]=[CH:17][C:12]([O:11][CH2:10][C:9]([NH:8][CH2:23][CH:24]([OH:34])[CH2:25][O:26][C:27]2[CH:32]=[CH:31][CH:30]=[CH:29][C:28]=2[CH3:33])([CH3:21])[CH3:22])=[N:13][CH:14]=1)(=[O:20])[NH2:19]. Procedure: A solution of 22 g of crude 1-[N-benzyl-N-[2-(5-carbamoyl-2-pyridyloxy)-1,1-dimethyl-ethyl]-amino]-3-(2-methyl-phenoxy)-2-propanol in 220 ml of methanol is hydrogenated analogously to Example 1, a total of 6 g of palladium-on-charcoal catalyst (5% strength) being added in 2 portions in order that the calculated amount of hydrogen should be taken up. Working up gives an oil from which 1-[2-(5-carbamoyl-2-pyridyloxy)-1,1-dimethyl-ethylamino]-3-(2-methyl-phenoxy)-2-propanol of melting point 122°-12... The reactants are FC1=C(C=C2C=CC=NC2=C1)CN1N=NC2=NC=C(N=C21)C(C)=O (1-[3-(7-Fluoro-quinolin-6-ylmethyl)-3H-[1,2,3]triazolo[4,5-b]pyrazin-5-yl]-ethanone), Cl.NOC(CO)(C)C (2-aminooxy-2-methyl-propan-1-ol hydrochloride). The product is OCC(C)(C)O\N=C(/C)\C=1N=C2C(=NC1)N=NN2CC=2C=C1C=CC=NC1=CC2F ((E)-1-[3-(7-Fluoro-quinolin-6-ylmethyl)-3H-[1,2,3]triazolo[4,5-b]pyrazin-5-yl]-ethanone O-(2-hydroxy-1,1-dimethyl-ethyl)-oxime). The yield is 97.7%. RXN SMILES: [F:1][C:2]1[CH:11]=[C:10]2[C:5]([CH:6]=[CH:7][CH:8]=[N:9]2)=[CH:4][C:3]=1[CH2:12][N:13]1[C:21]2[C:16](=[N:17][CH:18]=[C:19]([C:22](=O)[CH3:23])[N:20]=2)[N:15]=[N:14]1.Cl.[NH2:26][O:27][C:28]([CH3:32])([CH3:31])[CH2:29][OH:30]>>[OH:30][CH2:29][C:28]([O:27]/[N:26]=[C:22](/[C:19]1[N:20]=[C:21]2[N:13]([CH2:12][C:3]3[CH:4]=[C:5]4[C:10](=[CH:11][C:2]=3[F:1])[N:9]=[CH:8][CH:7]=[CH:6]4)[N:14]=[N:15][C:16]2=[N:17][CH:18]=1)\[CH3:23])([CH3:32])[CH3:31] |f:1.2|. Reported procedure: The title compound (12.0 mg, 89%) was synthesized from 1-[3-(7-fluoro-quinolin-6-ylmethyl)-3H-[1,2,3]triazolo[4,5-b]pyrazin-5-yl]-ethanone (15.4) (10.0 mg, 0.03 mmol) and 2-aminooxy-2-methyl-propan-1-ol hydrochloride (8.8 mg, 0.06 mmol) using the same procedure as described in the synthesis of example 15. 1H-NMR (400 MHz, CDCl3) δ ppm 9.41 (s, 1H), 8.94 (d, 1H), 8.18 (d, 1H), 7.94 (d, 1H), 7.83 (s, 1H), 7.46 (dd, 1H), 6.17 (s, 2H), 3.75 (d, 2H), 2.36 (s, 3H), 1.95 (1, 1H), 1.41 (s, 6H). LCMS (me...